Dataset: the Open Reaction Database (ORD), a public repository of structured organic reaction records. Task: describe an organic reaction: reactants, conditions, products, and yield Reactants: Cl.COC=1C=C(C=CC1OC)C=1C(C(N(N1)C1CCNCC1)=O)(C)C (5-(3,4-dimethoxyphenyl)-4,4-dimethyl-2-(piperidin-4-yl)-2,4-dihydro-3H-pyrazol-3-one hydrochloride), Cl.COC=1C=C(C=CC1OC)C=1C(C(N(N1)C1CCNCC1)=O)(C)C (5-(3,4-dimethoxyphenyl)-4,4-dimethyl-2-(piperidin-4-yl)-2,4-dihydro-3H-pyrazol-3-one hydrochloride), ClC1=C(C(=O)O)C=CN=C1 (3-chloroisonicotinic acid). The product is ClC1=C(C(=O)N2CCC(CC2)N2N=C(C(C2=O)(C)C)C2=CC(=C(C=C2)OC)OC)C=CN=C1 (2-[1-(3-Chloroisonicotinoyl)piperidin-4-yl]-5-(3,4-dimethoxyphenyl)-4,4-dimethyl-2,4-dihydro-3H-pyrazol-3-one). RXN SMILES: Cl.[CH3:2][O:3][C:4]1[CH:5]=[C:6]([C:12]2[C:13]([CH3:25])([CH3:24])[C:14](=[O:23])[N:15]([CH:17]3[CH2:22][CH2:21][NH:20][CH2:19][CH2:18]3)[N:16]=2)[CH:7]=[CH:8][C:9]=1[O:10][CH3:11].[Cl:26][C:27]1[CH:35]=[N:34][CH:33]=[CH:32][C:28]=1[C:29](O)=[O:30]>>[Cl:26][C:27]1[CH:35]=[N:34][CH:33]=[CH:32][C:28]=1[C:29]([N:20]1[CH2:21][CH2:22][CH:17]([N:15]2[C:14](=[O:23])[C:13]([CH3:25])([CH3:24])[C:12]([C:6]3[CH:7]=[CH:8][C:9]([O:10][CH3:11])=[C:4]([O:3][CH3:2])[CH:5]=3)=[N:16]2)[CH2:18][CH2:19]1)=[O:30] |f:0.1|. Procedure: The title compound is prepared analogously as described for GP2-WU2 using 5-(3,4-dimethoxyphenyl)-4,4-dimethyl-2-(piperidin-4-yl)-2,4-dihydro-3H-pyrazol-3-one (compound B1) and 3-chloroisonicotinic acid as starting compounds. The crude product is purified by chromatography (silica gel and DCM/diethyl ether/methanol=10:10:1) to yield the title compound. Starting materials: N#Cc1ccc(F)c(C(F)(F)F)c1, [Li+], [Li+], O=C([O-])[O-], CC1NCCC1C(C)(C)O. The product is CC1C(C(C)(C)O)CCN1c1ccc(C#N)cc1C(F)(F)F. Reaction SMILES: [F:1][c:2]1[c:3]([C:10]([F:11])([F:12])[F:13])[cH:4][c:5]([C:6]#[N:7])[cH:8][cH:9]1.[Li+:24].[Li+:25].[O-:26][C:27](=[O:28])[O-:29].[OH:14][C:15]([CH3:16])([CH3:17])[CH:18]1[CH:19]([CH3:23])[NH:20][CH2:21][CH2:22]1>>[c:2]1([N:20]2[CH:19]([CH3:23])[CH:18]([C:15]([OH:14])([CH3:16])[CH3:17])[CH2:22][CH2:21]2)[c:3]([C:10]([F:11])([F:12])[F:13])[cH:4][c:5]([C:6]#[N:7])[cH:8][cH:9]1. The reactants are FC(C(C)O)(F)F (1,1,1-Trifluoropropan-2-ol), [H-].[Na+] (sodium hydride), C1CCOC1 (THF), N1=CC(=CC=C1)C(=O)[O-] (pyridine-3-carboxylate), N1=CC(=CC=C1)C(=O)[O-] (pyridine-3-carboxylate), C1CCOC1 (THF). Conditions: time 15 minute. The product is FC(C(C)OCC1=CC=C(C=N1)C(=O)O)(F)F (6-{[(1,1,1-Trifluoropropan-2-yl)oxy]methyl}pyridine-3-carboxylic acid). Yield: 46.0%. Reaction SMILES: [F:1][C:2]([F:7])([F:6])[CH:3]([OH:5])[CH3:4].[H-].[Na+].[N:10]1[CH:15]=[CH:14][CH:13]=[C:12]([C:16]([O-:18])=[O:17])[CH:11]=1.[CH2:19]1COCC1>>[F:1][C:2]([F:7])([F:6])[CH:3]([O:5][CH2:19][C:15]1[N:10]=[CH:11][C:12]([C:16]([OH:18])=[O:17])=[CH:13][CH:14]=1)[CH3:4] |f:1.2|. Reported procedure: 1,1,1-Trifluoropropan-2-ol (0.406 mL, 4.483 mmol) was added drop wise to a suspension of sodium hydride (60% in mineral oil) (0.239 g, 5.977 mmol) in dry THF (20 mL) at 0 C. The mixture was stirred at 0 C for 15 minutes. A solution of methyl 6-(methanesulfonyloxy)methyl]pyridine-3-carboxylate (Intermediate 189, 0.733 g, 2.989 mmol) in THF (10 mL) was added drop wise. The reaction mixture was stirred at 0 C for 30 minutes and room temperature for 3 days. The reaction mixture was quenched with wat...